Dataset: the Open Reaction Database (ORD), a public repository of structured organic reaction records. Task: describe an organic reaction: reactants, conditions, products, and yield Reactants: [BH4-], N#Cc1cc(OC(F)(F)F)cc(C(=O)Cl)c1, C1CCOC1, CO, Cl, [Na+]. The product is N#Cc1cc(CO)cc(OC(F)(F)F)c1. As a reaction SMILES: [BH4-:17].[C:1](#[N:2])[c:3]1[cH:4][c:5]([C:6](=[O:7])[Cl:8])[cH:9][c:10]([O:12][C:13]([F:14])([F:15])[F:16])[cH:11]1.[CH2:22]1[O:23][CH2:24][CH2:25][CH2:26]1.[CH3:19][OH:20].[ClH:21].[Na+:18]>>[C:1](#[N:2])[c:3]1[cH:4][c:5]([CH2:6][OH:7])[cH:9][c:10]([O:12][C:13]([F:14])([F:15])[F:16])[cH:11]1. The reactants are C(C)N(C1CC2=CC=C(C=C2C1)[N+](=O)[O-])CC (N,N-diethyl-5-nitro-2,3-dihydro-1H-inden-2-amine). Reagents/catalysts: [Pd] (Pd/C). Run in CO (methanol). Conditions: time 8 hour. Yields the product C(C)N(C1CC2=CC=C(C=C2C1)N)CC (N2,N2-diethyl-2,3-dihydro-1H-indene-2,5-diamine). As a reaction SMILES: [CH2:1]([N:3]([CH2:16][CH3:17])[CH:4]1[CH2:12][C:11]2[C:6](=[CH:7][CH:8]=[C:9]([N+:13]([O-])=O)[CH:10]=2)[CH2:5]1)[CH3:2]>CO.[Pd]>[CH2:16]([N:3]([CH2:1][CH3:2])[CH:4]1[CH2:12][C:11]2[C:6](=[CH:7][CH:8]=[C:9]([NH2:13])[CH:10]=2)[CH2:5]1)[CH3:17]. Procedure details: To a solution of Example 226B (2.0 g, 8.54 mmol) in methanol (50 ml) was added Pd/C (10%, 2 g). The mixture was bubbled with hydrogen and stirred overnight. The reaction mixture was filtered through a pad of diatomaceous earth and concentrated. The crude product was purified by HPLC (C18 column, mobile phase A: 10 mM NH4HCO3 in water, mobile phase B: acetonitrile, 50-75% B) to provide the title compound. MS m/z: 205 (M+H)+. 1H NMR (400 MHz, CDCl3): δ 6.95 (d, J=8.0 Hz, 1H), 6.54 (s, 1H), 6.46 (d... Starting materials: BrCCC1=CN(C2=CC=CC=C12)S(=O)(=O)C1=C(N=C2SC=CN21)Cl (3-(2-bromoethyl)-1-(6-chloroimidazo[2,1-b]thiazole-5-sulfonyl) indole), CN (methyl amine). Solvent: C1CCOC1 (THF). Run at temperature 50 celsius. The product is ClC=1N=C2SC=CN2C1S(=O)(=O)N1C=C(C2=CC=CC=C12)CCNC ((2-[1-(6–Chloroimidazo[2,1-b]thiazole-5-sulfonyl)-1H-indol-3-yl]ethyl}methyl amine). As a reaction SMILES: Br[CH2:2][CH2:3][C:4]1[C:12]2[C:7](=[CH:8][CH:9]=[CH:10][CH:11]=2)[N:6]([S:13]([C:16]2[N:23]3[C:19]([S:20][CH:21]=[CH:22]3)=[N:18][C:17]=2[Cl:24])(=[O:15])=[O:14])[CH:5]=1.[CH3:25][NH2:26]>C1COCC1>[Cl:24][C:17]1[N:18]=[C:19]2[N:23]([C:16]=1[S:13]([N:6]1[C:7]3[C:12](=[CH:11][CH:10]=[CH:9][CH:8]=3)[C:4]([CH2:3][CH2:2][NH:26][CH3:25])=[CH:5]1)(=[O:14])=[O:15])[CH:22]=[CH:21][S:20]2. Procedure: A solution of 3-(2-bromoethyl)-1-(6-chloroimidazo[2,1-b]thiazole-5-sulfonyl) indole (92 mg, 0.20 mmol) in THF is treated with methyl amine (2M in methanol, 0.4 mL, 2 eq.), heated at 50° C. for 24 h, cooled and concentrated in vacuo. The resultant residue is purified by HPLC1 to give the title product as a white solid, 18.5 mg, identified by HPLC2 and mass spectral analyses. 1HPLC conditions (preparative): Gilson Preparative HPLC system; YMC Pro C18, 20 mm×50 mm ID, 5 uM column; 2 mL injection; S... Starting materials: ClCCl, CC(=O)O, COc1cccc(C(=O)c2ccncc2)c1, O=C[O-], [NH4+]. The product is COc1cccc(Cc2ccncc2)c1. Reaction SMILES: [CH2:25]([Cl:26])[Cl:27].[CH3:21][C:22](=[O:23])[OH:24].[CH3:5][O:6][c:7]1[cH:8][c:9]([C:10](=[O:11])[c:12]2[cH:13][cH:14][n:15][cH:16][cH:17]2)[cH:18][cH:19][cH:20]1.[CH:1]([O-:2])=[O:3].[NH4+:4]>>[CH3:5][O:6][c:7]1[cH:8][c:9]([CH2:10][c:12]2[cH:13][cH:14][n:15][cH:16][cH:17]2)[cH:18][cH:19][cH:20]1. Reactants: O=C1CCN(CC1)CC1=CC=CC=C1 (4-oxo-1-benzylpiperidine), C1=CC=C(C=C1)CCN (2-phenethylamine). Reagents/catalysts: C1(=CC=C(C=C1)S(=O)(=O)O)C (p-toluenesulfonic acid). Run in C1(=CC=CC=C1)C (toluene). Conditions: time 4 hour. The product is C1(=CC=CC=C1)CCNC1CCN(CC1)CC1=CC=CC=C1 (4-(2-phenylethylamino)-1-benzylpiperidine). The yield is 62.1%. Reaction SMILES: O=[C:2]1[CH2:7][CH2:6][N:5]([CH2:8][C:9]2[CH:14]=[CH:13][CH:12]=[CH:11][CH:10]=2)[CH2:4][CH2:3]1.[CH:15]1[CH:20]=[CH:19][C:18]([CH2:21][CH2:22][NH2:23])=[CH:17][CH:16]=1>C1(C)C=CC=CC=1.C1(C)C=CC(S(O)(=O)=O)=CC=1>[C:18]1([CH2:21][CH2:22][NH:23][CH:2]2[CH2:7][CH2:6][N:5]([CH2:8][C:9]3[CH:14]=[CH:13][CH:12]=[CH:11][CH:10]=3)[CH2:4][CH2:3]2)[CH:19]=[CH:20][CH:15]=[CH:16][CH:17]=1. Reported procedure: 2 g of p-toluenesulfonic acid was added to a solution of 230 g of 4-oxo-1-benzylpiperidine and 221 g of 2-phenethylamine in 1 liter of toluene. The mixture was refluxed for 1 hour while removing the generated water using a Dean-Stark trap. The reaction mixture was concentrated under reduced pressure. To the residue was added 1 liter of ethanol. To the mixture being ice-cooled was slowly added 22 g of sodium boron hydride. The resulting mixture was stirred at room temperature for 4 hours. The rea... As a reaction SMILES: [CH2:49]1[O:50][CH2:51][CH2:52][CH2:53]1.[CH3:13][O:14][CH2:15][CH2:16][OH:17].[NH2:1][c:2]1[cH:3][c:4]2[cH:5][cH:6][cH:7][c:8]([OH:12])[c:9]2[cH:10][cH:11]1.[O:18]=[C:19]([O:20][CH2:21][CH3:22])[N:23]=[N:24][C:25]([O:26][CH2:27][CH3:28])=[O:29].[c:30]1([P:31]([c:32]2[cH:33][cH:34][cH:35][cH:36][cH:37]2)[c:38]2[cH:39][cH:40][cH:41][cH:42][cH:43]2)[cH:44][cH:45][cH:46][cH:47][cH:48]1>>[NH2:1][c:2]1[cH:3][c:4]2[cH:5][cH:6][cH:7][c:8]([O:12][CH2:16][CH2:15][O:14][CH3:13])[c:9]2[cH:10][cH:11]1. Starting materials: C1CCOC1, COCCO, Nc1ccc2c(O)cccc2c1, CCOC(=O)N=NC(=O)OCC, c1ccc(P(c2ccccc2)c2ccccc2)cc1. Product: COCCOc1cccc2cc(N)ccc12. Starting materials: BrC1=C(N=C2N1C=CC=C2OCC2=C(C(=CC=C2Cl)[N+](=O)[O-])Cl)C (3-bromo-8-(2,6-dichloro-3-nitrobenzyloxy)-2-methylimidazo[1,2-a]pyridine), Cl (hydrogen chloride). The solvent is C(C)O (ethanol), C(C)O (ethanol). Product: Cl.BrC1=C(N=C2N1C=CC=C2OCC2=C(C(=CC=C2Cl)[N+](=O)[O-])Cl)C (3-bromo-8-(2,6-dichloro-3-nitrobenzyloxy)-2-methylimidazo[1,2-a]pyridine hydrochloride). The yield is 161.4%. RXN SMILES: [Br:1][C:2]1[N:6]2[CH:7]=[CH:8][CH:9]=[C:10]([O:11][CH2:12][C:13]3[C:18]([Cl:19])=[CH:17][CH:16]=[C:15]([N+:20]([O-:22])=[O:21])[C:14]=3[Cl:23])[C:5]2=[N:4][C:3]=1[CH3:24].Cl>C(O)C>[ClH:19].[Br:1][C:2]1[N:6]2[CH:7]=[CH:8][CH:9]=[C:10]([O:11][CH2:12][C:13]3[C:18]([Cl:19])=[CH:17][CH:16]=[C:15]([N+:20]([O-:22])=[O:21])[C:14]=3[Cl:23])[C:5]2=[N:4][C:3]=1[CH3:24] |f:3.4|. Procedure details: To a suspension of 3-bromo-8-(2,6-dichloro-3-nitrobenzyloxy)-2-methylimidazo[1,2-a]pyridine (200 mg) in ethanol (2 ml) was added hydrogen chloride in ethanol (3.5 Mol solution, 1 ml). The solution was concentrated to half volume under reduced pressure. The separated precipitates were collected by filtration and washed with ethanol to give 3-bromo-8-(2,6-dichloro-3-nitrobenzyloxy)-2-methylimidazo[1,2-a]pyridine hydrochloride (175 mg) as an off-white solid. Starting materials: COCCOC, COC(=O)Cl, [K+], [K+], CC(C)(C)c1ccc(NC(=O)c2ccc(-c3ncccc3N)cc2)cc1, O=C([O-])[O-]. Product: COC(=O)Nc1cccnc1-c1ccc(C(=O)Nc2ccc(C(C)(C)C)cc2)cc1. Reaction SMILES: [CH3:38][O:39][CH2:40][CH2:41][O:42][CH3:43].[Cl:27][C:28](=[O:29])[O:30][CH3:31].[K+:32].[K+:33].[NH2:1][c:2]1[c:3](-[c:8]2[cH:9][cH:10][c:11]([C:12](=[O:13])[NH:14][c:15]3[cH:16][cH:17][c:18]([C:21]([CH3:22])([CH3:23])[CH3:24])[cH:19][cH:20]3)[cH:25][cH:26]2)[n:4][cH:5][cH:6][cH:7]1.[O-:34][C:35]([O-:36])=[O:37]>>[NH:1]([c:2]1[c:3](-[c:8]2[cH:9][cH:10][c:11]([C:12](=[O:13])[NH:14][c:15]3[cH:16][cH:17][c:18]([C:21]([CH3:22])([CH3:23])[CH3:24])[cH:19][cH:20]3)[cH:25][cH:26]2)[n:4][cH:5][cH:6][cH:7]1)[C:28](=[O:29])[O:30][CH3:31]. Starting materials: CC1(C(C2=CC=CC=C2C1)N)C (2,3-dihydro-2,2-dimethyl-1H-inden-1-amine), C(C)C(=O)NC#N (ethyl-N-cyanoformamidate). Solvent: C(C)O (ethanol). Product: 316, CC1(C(C2=CC=CC=C2C1)NC=NC#N)C (N-(2,3-dihydro-2,2-dimethyl-1H-inden-1-yl)-N'-cyanoformamidine). Yield: 96.0%. Reaction SMILES: [CH3:1][C:2]1([CH3:12])[CH2:10][C:9]2[C:4](=[CH:5][CH:6]=[CH:7][CH:8]=2)[CH:3]1[NH2:11].C([C:15]([NH:17][C:18]#[N:19])=O)C>C(O)C>[CH3:1][C:2]1([CH3:12])[CH2:10][C:9]2[C:4](=[CH:5][CH:6]=[CH:7][CH:8]=2)[CH:3]1[NH:11][CH:15]=[N:17][C:18]#[N:19]. Reported procedure: 250 Parts of 2,3-dihydro-2,2-dimethyl-1H-inden-1-amine were dissolved in 80 parts of ethanol. 150 Parts of ethyl-N-cyanoformamidate were added within 10 minutes and the mixture was heated to reflux. The cooled solution was concentrated, the precipitate was filtered off and dried, yielding 316 parts (96%) of N-(2,3-dihydro-2,2-dimethyl-1H-inden-1-yl)-N'-cyanoformamidine; mp. 164°-167° C. Yields the product NC=1C=C2C(C(=O)N(C2=O)CCCC)=CC1 (4-amino-N-butylphthalimide). Conditions: temperature 65 celsius, time 68 hour. The reagents and catalysts are N.O[V](=O)=O (ammonium vanadate), [O-2].[O-2].[Ti+4] (titanium dioxide), [Pd] (palladium). Solvent: O (water). Procedure: 0.001 g of ammonium vanadate and 0.5 g of titanium dioxide extrudate containing 1% by weight of metallic palladium and having a particle size of 3 mm (from Johnson Matthey) are added to a suspension consisting of 50 ml of water and 2.5 g of 4-nitro-N-butylphthalimide. After displacing the air with nitrogen, the latter is replaced by hydrogen at atmospheric pressure and the suspension is stirred at 65° C. for 68 hours. During this time, 97% of the theoretical amount of hydrogen, based on the 4-ni... As a reaction SMILES: [N+:1]([C:4]1[CH:5]=[C:6]2[C:11](=[O:12])[N:10]([CH2:13][CH2:14][CH2:15][CH3:16])[C:8](=[O:9])[C:7]2=[CH:17][CH:18]=1)([O-])=O.[H][H]>N.O[V](=O)=O.[O-2].[O-2].[Ti+4].[Pd].O>[NH2:1][C:4]1[CH:5]=[C:6]2[C:11](=[O:12])[N:10]([CH2:13][CH2:14][CH2:15][CH3:16])[C:8](=[O:9])[C:7]2=[CH:17][CH:18]=1 |f:2.3,4.5.6|. Yield: 77.3%. The reactants are [N+](=O)([O-])C=1C=C2C(C(=O)N(C2=O)CCCC)=CC1 (4-nitro-N-butylphthalimide), [N+](=O)([O-])C=1C=C2C(C(=O)N(C2=O)CCCC)=CC1 (4-nitro-N-butylphthalimide), [H][H] (hydrogen), [H][H] (hydrogen).